From a dataset of the Open Reaction Database (ORD), a public repository of structured organic reaction records. describe an organic reaction: reactants, conditions, products, and yield As a reaction SMILES: [CH2:1]([c:2]1[cH:3][cH:4][cH:5][cH:6][cH:7]1)[n:8]1[c:9]([CH2:22][C:23]#[N:24])[cH:10][cH:11][c:12]1[C:13]([c:14]1[cH:15][cH:16][c:17]([Cl:20])[cH:18][cH:19]1)=[O:21].[CH3:25][CH2:26][OH:27].[Na+:29].[OH-:28].[OH2:30]>>[CH2:1]([c:2]1[cH:3][cH:4][cH:5][cH:6][cH:7]1)[n:8]1[c:9]([CH2:22][C:23](=[O:28])[OH:30])[cH:10][cH:11][c:12]1[C:13]([c:14]1[cH:15][cH:16][c:17]([Cl:20])[cH:18][cH:19]1)=[O:21]. The product is O=C(O)Cc1ccc(C(=O)c2ccc(Cl)cc2)n1Cc1ccccc1. Reactants: N#CCc1ccc(C(=O)c2ccc(Cl)cc2)n1Cc1ccccc1, CCO, [Na+], [OH-], O. As a reaction SMILES: [BH4-:31].[CH3:1][C:2]([C:3]([CH:4]=[CH:5][CH:6]1[N:7]([CH2:12][CH2:13][S:14][c:15]2[s:16][cH:17][c:18]([C:20](=[O:21])[O:22][CH2:23][CH3:24])[n:19]2)[C:8](=[O:11])[O:9][CH2:10]1)=[O:25])([CH2:26][CH2:27][CH2:28][CH3:29])[CH3:30].[CH3:33][C:34](=[O:35])[OH:36].[CH3:38][OH:39].[Na+:32].[OH2:37]>>[CH3:1][C:2]([CH:3]([CH:4]=[CH:5][CH:6]1[N:7]([CH2:12][CH2:13][S:14][c:15]2[s:16][cH:17][c:18]([C:20](=[O:21])[O:22][CH2:23][CH3:24])[n:19]2)[C:8](=[O:11])[O:9][CH2:10]1)[OH:25])([CH2:26][CH2:27][CH2:28][CH3:29])[CH3:30]. Starting materials: [BH4-], CCCCC(C)(C)C(=O)C=CC1COC(=O)N1CCSc1nc(C(=O)OCC)cs1, CC(=O)O, CO, [Na+], O. The product is CCCCC(C)(C)C(O)C=CC1COC(=O)N1CCSc1nc(C(=O)OCC)cs1. Starting materials: CC(=C)C1=CC=CC=C1 (alpha-methylstyrene), C[SiH](Cl)C (dimethylchlorosilane), CC1=C(CC[Si](Cl)(C)C)C=CC=C1 (2-methylphenethyldimethylchlorosilane), O (water), C(C)(C)O (isopropyl alcohol). The reagents and catalysts are [H+].[H+].Cl[Pt-2](Cl)(Cl)(Cl)(Cl)Cl (chloroplatinic acid). Reaction conditions: temperature 70 celsius. The product is CC1=C(CC[Si](O[Si](CCC2=C(C=CC=C2)C)(C)C)(C)C)C=CC=C1 (1,3-di(2-methylphenethyl)tetramethyldisiloxane). Reaction SMILES: [CH3:1][C:2]([C:4]1C=C[CH:7]=[CH:6][CH:5]=1)=C.[CH3:10][SiH:11]([CH3:13])Cl.[CH3:14][C:15]1[CH:26]=[CH:25][CH:24]=[CH:23][C:16]=1[CH2:17][CH2:18][Si:19]([CH3:22])([CH3:21])Cl.[OH2:27].[CH:28](O)([CH3:30])[CH3:29]>[H+].[H+].Cl[Pt-2](Cl)(Cl)(Cl)(Cl)Cl>[CH3:14][C:15]1[CH:26]=[CH:25][CH:24]=[CH:23][C:16]=1[CH2:17][CH2:18][Si:19]([CH3:22])([CH3:21])[O:27][Si:11]([CH3:13])([CH3:10])[CH2:29][CH2:28][C:30]1[CH:7]=[CH:6][CH:5]=[CH:4][C:2]=1[CH3:1] |f:5.6.7|. Procedure details: The following were charged to a 1 L roundbottom flask equipped with stirrer, thermometer, and addition funnel and heated to 70° C: 375 g (3.15 mol) alpha-methylstyrene and 0.6 mL 1% isopropanolic chloroplatinic acid solution. 285 g (3.0 mol) dimethylchlorosilane was then dripped in from the addition funnel over 1 hour. The reaction was subsequently maintained at 80° C. for 1 hour and cooled. 424 g (2 mol) of the 2-methylphenethyldimethylchlorosilane product was dripped into a mixture of 300 g wa... The reactants are OC1CC(C2=CC=CC=C2C1)C1N(CCCC1)C (2-(3-hydroxy-1,2,3,4-tetrahydronaphthalenyl)-1-methylpiperidine), OC1C(CC2=CC=CC=C2C1O)C1CN(CC1)C (3-(3,4-dihydroxy-1,2,3,4-tetrahydro-2-naphthalenyl)-1-methyl pyrrolidine). The product is OC1CC(C=2CC=CCC2C1)C1N(CCCC1)C (2-(1,2,3,4,5,8-Hexahydro-3-hydroxynaphthalenyl)-1-methylpiperidine). As a reaction SMILES: [OH:1][CH:2]1[CH2:11][C:10]2[C:5](=[CH:6][CH:7]=[CH:8][CH:9]=2)[CH:4]([CH:12]2[CH2:17][CH2:16][CH2:15][CH2:14][N:13]2[CH3:18])[CH2:3]1.OC1C(O)C2C(=CC=CC=2)CC1C1CCN(C)C1>>[OH:1][CH:2]1[CH2:11][C:10]2[CH2:9][CH:8]=[CH:7][CH2:6][C:5]=2[CH:4]([CH:12]2[CH2:17][CH2:16][CH2:15][CH2:14][N:13]2[CH3:18])[CH2:3]1. Procedure: Following the procedure of Example 6, part D, but substituting the 2-(3-hydroxy-1,2,3,4-tetrahydronaphthalenyl)-1-methylpiperidine for the 3-(3,4-dihydroxy-1,2,3,4-tetrahydro-2-naphthalenyl)-1-methyl pyrrolidine, the title C compound is obtained. Reactants: BrC1=C(C=CC(=C1)F)F (1-bromo-2,5-difluorobenzene), [Si](C1=CC=CC=C1)(C1=CC=CC=C1)(C(C)(C)C)OCCCCCCC=O (7-(t-butyldiphenylsilyloxy)heptanal), CCCCCC (hexane), C(CCC)[Li] (n-butyl lithium). The solvent is C(C)(=O)OCC (ethyl acetate), O1CCCC1 (tetrahydrofuran), O1CCCC1 (tetrahydrofuran), C(C)OCC (diethyl ether). Conditions: time 30 minute. Yields the product [Si](C1=CC=CC=C1)(C1=CC=CC=C1)(C(C)(C)C)OCCCCCCC(O)C1=C(C=CC(=C1)F)F (7-(t-Butyldiphenylsilyloxy)-1-(2,5-difluorophenyl)-1-heptanol). The yield is 90.3%. As a reaction SMILES: Br[C:2]1[CH:7]=[C:6]([F:8])[CH:5]=[CH:4][C:3]=1[F:9].CCCCCC.C([Li])CCC.[Si:21]([O:38][CH2:39][CH2:40][CH2:41][CH2:42][CH2:43][CH2:44][CH:45]=[O:46])([C:34]([CH3:37])([CH3:36])[CH3:35])([C:28]1[CH:33]=[CH:32][CH:31]=[CH:30][CH:29]=1)[C:22]1[CH:27]=[CH:26][CH:25]=[CH:24][CH:23]=1>C(OCC)(=O)C.C(OCC)C.O1CCCC1>[Si:21]([O:38][CH2:39][CH2:40][CH2:41][CH2:42][CH2:43][CH2:44][CH:45]([C:2]1[CH:7]=[C:6]([F:8])[CH:5]=[CH:4][C:3]=1[F:9])[OH:46])([C:34]([CH3:36])([CH3:37])[CH3:35])([C:28]1[CH:29]=[CH:30][CH:31]=[CH:32][CH:33]=1)[C:22]1[CH:23]=[CH:24][CH:25]=[CH:26][CH:27]=1. Reported procedure: A tetrahydrofuran (40 ml) solution of 1-bromo-2,5-difluorobenzene (1.21 ml, 10.7 mmol) was stirred at −78° C., followed by the addition of a hexane solution (8.50 ml, 13.4 mmol) of n-butyl lithium. The reaction mixture was added to a tetrahydrofuran (20 ml) solution of 7-(t-butyldiphenylsilyloxy)heptanal (3.28 g, 8.90 mmol) at −78° C. and the mixture was stirred at the same temperature for 30 minutes. After the temperature of the reaction mixture was elevated to room temperature, diethyl ether w...